This data is from the Open Reaction Database (ORD), a public repository of structured organic reaction records. The task is: describe an organic reaction: reactants, conditions, products, and yield The reactants are [OH-].[Na+] (NaOH), COC1=CC=C(C(=N1)C#N)[N+](=O)[O-] (6-methoxy-3-nitropicolinonitrile), Cl[Sn]Cl (SnCl2). The solvent is COCCOCCOC (diglyme), Cl (HCl). Run at temperature 0 celsius, time 1 hour. The product is NC=1C(=NC(=CC1)OC)C#N (3-amino-6-methoxypicolinonitrile). Yield: 58.3%. RXN SMILES: [CH3:1][O:2][C:3]1[N:8]=[C:7]([C:9]#[N:10])[C:6]([N+:11]([O-])=O)=[CH:5][CH:4]=1.Cl[Sn]Cl.[OH-].[Na+]>COCCOCCOC.Cl>[NH2:11][C:6]1[C:7]([C:9]#[N:10])=[N:8][C:3]([O:2][CH3:1])=[CH:4][CH:5]=1 |f:2.3|. Procedure details: To a solution of 6-methoxy-3-nitropicolinonitrile (Piersanti, G. et al. Org. Biommolecular Chem. 2007, 5, 2567-2571.) (2.0 g, 11.1 mmol) in diglyme (52 mL) was added dropwise a solution of SnCl2 (6.35 g, 33.5 mmol) in concentrated HCl solution (26 mL) at 0° C. The solution was stirred at 0° C. for 1 hr, then the reaction mixture was neutralized with concentrated NaOH solution, and extracted with EtOAc (2×). The combined organic layers were washed with brine, and dried over Na2SO4. After evaporat... Starting materials: three, BrC=1C=C(C=CC1Cl)CNC(=O)C1=CC(=CC(=C1)C)C(=O)NCC=1C(=C2C(=NC1CC)N(N=C2)CC)NC2CCOCC2 (N-[(3-Bromo-4-chlorophenyl)methyl]-N′-{[1,6-diethyl-4-(tetrahydro-2H-pyran-4-ylamino)-1H-pyrazolo[3,4-b]pyridin-5-yl]methyl}-5-methyl-1,3-benzenedicarboxamide), C(=O)C=1C=C(C=CC1)B(O)O ((3-formylphenyl)boronic acid), C([O-])([O-])=O.[K+].[K+] (potassium carbonate). Reagents/catalysts: C=1C=CC(=CC1)[P](C=2C=CC=CC2)(C=3C=CC=CC3)[Pd]([P](C=4C=CC=CC4)(C=5C=CC=CC5)C=6C=CC=CC6)([P](C=7C=CC=CC7)(C=8C=CC=CC8)C=9C=CC=CC9)[P](C=1C=CC=CC1)(C=1C=CC=CC1)C=1C=CC=CC1 (Pd(Ph3P)4). Run in O1CCOCC1 (1,4-dioxane), C(Cl)Cl (DCM), O (water). Product: ClC1=CC=C(C=C1C1=CC(=CC=C1)C=O)CNC(=O)C1=CC(=CC(=C1)C)C(=O)NCC=1C(=C2C(=NC1CC)N(N=C2)CC)NC2CCOCC2 (N-[(6-chloro-3′-formyl-3-biphenylyl)methyl]-N′-{[1,6-diethyl-4-(tetrahydro-2H-pyran-4-ylamino)-1H-pyrazolo[3,4-b]pyridin-5-yl]methyl}-5-methyl-1,3-benzenedicarboxamide). The yield is 58.4%. RXN SMILES: Br[C:2]1[CH:3]=[C:4]([CH2:9][NH:10][C:11]([C:13]2[CH:18]=[C:17]([CH3:19])[CH:16]=[C:15]([C:20]([NH:22][CH2:23][C:24]3[C:25]([NH:37][CH:38]4[CH2:43][CH2:42][O:41][CH2:40][CH2:39]4)=[C:26]4[CH:34]=[N:33][N:32]([CH2:35][CH3:36])[C:27]4=[N:28][C:29]=3[CH2:30][CH3:31])=[O:21])[CH:14]=2)=[O:12])[CH:5]=[CH:6][C:7]=1[Cl:8].[CH:44]([C:46]1[CH:47]=[C:48](B(O)O)[CH:49]=[CH:50][CH:51]=1)=[O:45].C(=O)([O-])[O-].[K+].[K+]>O1CCOCC1.O.C(Cl)Cl.C1C=CC([P]([Pd]([P](C2C=CC=CC=2)(C2C=CC=CC=2)C2C=CC=CC=2)([P](C2C=CC=CC=2)(C2C=CC=CC=2)C2C=CC=CC=2)[P](C2C=CC=CC=2)(C2C=CC=CC=2)C2C=CC=CC=2)(C2C=CC=CC=2)C2C=CC=CC=2)=CC=1>[Cl:8][C:7]1[C:2]([C:50]2[CH:49]=[CH:48][CH:47]=[C:46]([CH:44]=[O:45])[CH:51]=2)=[CH:3][C:4]([CH2:9][NH:10][C:11]([C:13]2[CH:18]=[C:17]([CH3:19])[CH:16]=[C:15]([C:20]([NH:22][CH2:23][C:24]3[C:25]([NH:37][CH:38]4[CH2:43][CH2:42][O:41][CH2:40][CH2:39]4)=[C:26]4[CH:34]=[N:33][N:32]([CH2:35][CH3:36])[C:27]4=[N:28][C:29]=3[CH2:30][CH3:31])=[O:21])[CH:14]=2)=[O:12])=[CH:5][CH:6]=1 |f:2.3.4,^1:74,76,95,114|. Reported procedure: N-[(3-Bromo-4-chlorophenyl)methyl]-N′-{[1,6-diethyl-4-(tetrahydro-2H-pyran-4-ylamino)-1H-pyrazolo[3,4-b]pyridin-5-yl]methyl}-5-methyl-1,3-benzenedicarboxamide (868 mg, 1.3 mmol), (3-formylphenyl)boronic acid (195 mg, 1.300 mmol), potassium carbonate (539 mg, 3.90 mmol), and Pd(Ph3P)4 (75 mg, 0.065 mmol) were divided into 3 portions and added to three 2-5 mL Biotage microwave vials in 1,4-dioxane (3 mL) and water (1 mL). The vials were capped and the mixtures were microwaved at normal power in th...